Dataset: the Open Reaction Database (ORD), a public repository of structured organic reaction records. Task: describe an organic reaction: reactants, conditions, products, and yield The reactants are C(C)C1=CC=C(C=C1)[N+](=O)[O-] (4-Ethylnitrobenzene), C(C)(=O)N (acetamide), C=O (paraformaldehyde). The solvent is S(O)(O)(=O)=O (sulfuric acid). Reaction conditions: temperature 55 celsius, time 17 hour. The product is C(C)C1=C(CNC(C)=O)C=C(C=C1)[N+](=O)[O-] (N-(2-ethyl-5-nitrobenzyl)acetamide). Yield: 56.0%. RXN SMILES: [CH2:1]([C:3]1[CH:8]=[CH:7][C:6]([N+:9]([O-:11])=[O:10])=[CH:5][CH:4]=1)[CH3:2].[C:12]([NH2:15])(=[O:14])[CH3:13].[CH2:16]=O>S(=O)(=O)(O)O>[CH2:1]([C:3]1[CH:4]=[CH:5][C:6]([N+:9]([O-:11])=[O:10])=[CH:7][C:8]=1[CH2:16][NH:15][C:12](=[O:14])[CH3:13])[CH3:2]. Reported procedure: 4-Ethylnitrobenzene (7.55 g; 0.05 mol) is added in small increments to a stirred solution of acetamide (5.9 g; 0.05 mol) and paraformaldehyde (1.6 g; 0.05 mol) in concentrated sulfuric acid (60 ml). This reaction mixture is stirred for 17 hours at 55° C. and then poured onto ice. A precipitate results which is recrystallized from butyl acetate to give 6.2 g (i.e., 56% yield) of product. This product has the following characteristics: melting point of 123° to 128° C.; i.r. 3275, 1640 and 1660 cm-... Starting materials: ClC1=CC2=C(N(C(N2)=O)C2CCNCC2)C=C1 (5-chloro-1,3-dihydro-1-(4-piperidinyl)-2H-benzimidazol-2-one), C([O-])([O-])=O.[Na+].[Na+] (sodium carbonate), CC(CC(C)=O)C (4-methyl-2-pentanone), BrCCCN1N=NC2=C1C=CC=C2 (1-(3-bromopropyl)-1H-benzotriazole). Run in O (water), O (water). Run at time 8 hour. Product: N1(N=NC2=C1C=CC=C2)CCCN2CCC(CC2)N2C(NC1=C2C=CC(=C1)Cl)=O (1-{1-[3-(1H-benzotriazol-1-yl)propyl]-4-piperidinyl}-5-chloro-1,3-dihydro-2H-benzimidazol-2-one). Isolated yield 25.0%. As a reaction SMILES: [Cl:1][C:2]1[CH:17]=[CH:16][C:5]2[N:6]([CH:10]3[CH2:15][CH2:14][NH:13][CH2:12][CH2:11]3)[C:7](=[O:9])[NH:8][C:4]=2[CH:3]=1.C(=O)([O-])[O-].[Na+].[Na+].CC(C)CC(=O)C.Br[CH2:32][CH2:33][CH2:34][N:35]1[C:39]2[CH:40]=[CH:41][CH:42]=[CH:43][C:38]=2[N:37]=[N:36]1>O>[N:35]1([CH2:34][CH2:33][CH2:32][N:13]2[CH2:12][CH2:11][CH:10]([N:6]3[C:5]4[CH:16]=[CH:17][C:2]([Cl:1])=[CH:3][C:4]=4[NH:8][C:7]3=[O:9])[CH2:15][CH2:14]2)[C:39]2[CH:40]=[CH:41][CH:42]=[CH:43][C:38]=2[N:37]=[N:36]1 |f:1.2.3|. Procedure details: A mixture of 5 parts of 5-chloro-1,3-dihydro-1-(4-piperidinyl)-2H-benzimidazol-2-one, 3.7 parts of sodium carbonate and 200 parts of 4-methyl-2-pentanone is stirred and refluxed with water-separator. Then there are added 4.8 parts of 1-(3-bromopropyl)-1H-benzotriazole and stirring is continued overnight at reflux temperature. The reaction mixture is cooled, water is added and the undissolved product is filtered off and set aside. The organic phase is separated from the filtrate, dried, filtered ...